Dataset: the Open Reaction Database (ORD), a public repository of structured organic reaction records. Task: describe an organic reaction: reactants, conditions, products, and yield Starting materials: C1CCOC1 (THF), O=C1NC2=C(C=NC=3C=CC=CC23)N1C1CCN(CC1)C(=O)N[C@@H](C(=O)OCC)CC1=CC=2CCCCC2C=C1 (ethyl (R)-2-{[4-(2-oxo-1,2-dihydro-imidazo[4,5-c]quinolin-3-yl)-piperidine-1-carbonyl]-amino}-3-(5,6,7,8-tetrahydro-naphthalen-2-yl)-propionate), O.[OH-].[Li+] (lithium hydroxide hydrate). Run in O (water). Reaction conditions: time 8 hour. Product: O=C1NC2=C(C=NC=3C=CC=CC23)N1C1CCN(CC1)C(=O)N[C@@H](C(=O)O)CC1=CC=2CCCCC2C=C1 ((R)-2-{[4-(2-oxo-1,2-dihydro-imidazo[4,5-c]quinolin-3-yl)-piperidine-1-carbonyl]-amino}-3-(5,6,7,8-tetrahydro-naphthalen-2-yl)-propionic acid). RXN SMILES: C1COCC1.[O:6]=[C:7]1[N:19]([CH:20]2[CH2:25][CH2:24][N:23]([C:26]([NH:28][C@H:29]([CH2:35][C:36]3[CH:45]=[CH:44][C:43]4[CH2:42][CH2:41][CH2:40][CH2:39][C:38]=4[CH:37]=3)[C:30]([O:32]CC)=[O:31])=[O:27])[CH2:22][CH2:21]2)[C:10]2[CH:11]=[N:12][C:13]3[CH:14]=[CH:15][CH:16]=[CH:17][C:18]=3[C:9]=2[NH:8]1.O.[OH-].[Li+]>O>[O:6]=[C:7]1[N:19]([CH:20]2[CH2:21][CH2:22][N:23]([C:26]([NH:28][C@H:29]([CH2:35][C:36]3[CH:45]=[CH:44][C:43]4[CH2:42][CH2:41][CH2:40][CH2:39][C:38]=4[CH:37]=3)[C:30]([OH:32])=[O:31])=[O:27])[CH2:24][CH2:25]2)[C:10]2[CH:11]=[N:12][C:13]3[CH:14]=[CH:15][CH:16]=[CH:17][C:18]=3[C:9]=2[NH:8]1 |f:2.3.4|. Procedure details: A mixture of 15 mL THF and 1.65 g (3.0 mmol) ethyl (R)-2-{[4-(2-oxo-1,2-dihydro-imidazo[4,5-c]quinolin-3-yl)-piperidine-1-carbonyl]-amino}-3-(5,6,7,8-tetrahydro-naphthalen-2-yl)-propionate was combined with a solution of 0.40 g (6.3 mmol) lithium hydroxide hydrate in 5 mL water and stirred overnight. The reaction mixture was evaporated down under reduced pressure, the residue was taken up in water and acidified by the addition of 1 M HCl. The precipitate was suction filtered and dried.